From a dataset of the Open Reaction Database (ORD), a public repository of structured organic reaction records. describe an organic reaction: reactants, conditions, products, and yield Reactants: ClC(C)C1=C2C=CC=NC2=CC=C1 (5-(1-chloro-ethyl)-quinoline), ClC(C)C1=C2C=CC=NC2=CC=C1 (5-(1-chloro-ethyl)-quinoline), C1=CC=C(C=C1)C(=NCC#N)C2=CC=CC=C2 (N-(diphenylmethylene)aminoacetonitrile), CN(P(=O)(N(C)C)N(C)C)C (hexamethylphosphoramide), C(C)(C)[N-]C(C)C.[Li+] (lithium diisopropylamide). Run in C1CCOC1 (THF), C1CCOC1 (THF), CCCCCCC.C1CCOC1.C(C)C1=CC=CC=C1 (heptane THF ethylbenzene). Run at time 1 hour. Product: C(C1=CC=CC=C1)(C1=CC=CC=C1)=NC(C#N)C(C)C1=C2C=CC=NC2=CC=C1 (2-(benzhydrylidene-amino)-3-quinolin-5-yl-butyronitrile). As a reaction SMILES: [CH:1]1[CH:6]=[CH:5][C:4]([C:7]([C:12]2[CH:17]=[CH:16][CH:15]=[CH:14][CH:13]=2)=[N:8][CH2:9][C:10]#[N:11])=[CH:3][CH:2]=1.CN(C)P(N(C)C)(N(C)C)=O.C([N-]C(C)C)(C)C.[Li+].Cl[CH:38]([C:40]1[CH:49]=[CH:48][CH:47]=[C:46]2[C:41]=1[CH:42]=[CH:43][CH:44]=[N:45]2)[CH3:39]>C1COCC1.CCCCCCC.C1COCC1.C(C1C=CC=CC=1)C>[C:7](=[N:8][CH:9]([CH:38]([C:40]1[CH:49]=[CH:48][CH:47]=[C:46]2[C:41]=1[CH:42]=[CH:43][CH:44]=[N:45]2)[CH3:39])[C:10]#[N:11])([C:4]1[CH:3]=[CH:2][CH:1]=[CH:6][CH:5]=1)[C:12]1[CH:17]=[CH:16][CH:15]=[CH:14][CH:13]=1 |f:2.3,6.7.8|. Procedure: A solution of N-(diphenylmethylene)aminoacetonitrile (5.84 g, 26.0 mmol, commercially available from Aldrich) in THF (20 mL) and hexamethylphosphoramide (HMPA) (5.43 mL, 31 mmol) at −78° C. was reacted with lithium diisopropylamide (LDA) (15.4 mL of a 2M soln in heptane/THF/ethylbenzene) (commercially available from Aldrich). After 1 h, 5-(1-chloro-ethyl)-quinoline (Intermediate E1) (4.15 g, 21.7 mmol) in THF (15 mL) was introduced by dropwise addition. The mixture was kept at −78° C. for 5 m be...